This data is from the Open Reaction Database (ORD), a public repository of structured organic reaction records. The task is: describe an organic reaction: reactants, conditions, products, and yield The reactants are BrC=1C=NC=2N(C1)N=C(N2)N2CCOCC2 (6-Bromo-2-morpholin-4-yl-[1,2,4]triazolo[1,5-a]pyrimidine), C(#C)C1=CC(=CC=C1)F (ethynyl-3-fluorobenzene). Product: FC=1C=C(C=CC1)C#CC=1C=NC=2N(C1)N=C(N2)N2CCOCC2 (6-(3-Fluoro-phenylethynyl)-2-morpholin-4-yl-[1,2,4]triazolo[1,5-a]pyrimidine). As a reaction SMILES: Br[C:2]1[CH:3]=[N:4][C:5]2[N:6]([N:8]=[C:9]([N:11]3[CH2:16][CH2:15][O:14][CH2:13][CH2:12]3)[N:10]=2)[CH:7]=1.[C:17]([C:19]1[CH:24]=[CH:23][CH:22]=[C:21]([F:25])[CH:20]=1)#[CH:18]>>[F:25][C:21]1[CH:20]=[C:19]([C:17]#[C:18][C:2]2[CH:3]=[N:4][C:5]3[N:6]([N:8]=[C:9]([N:11]4[CH2:16][CH2:15][O:14][CH2:13][CH2:12]4)[N:10]=3)[CH:7]=2)[CH:24]=[CH:23][CH:22]=1. Reported procedure: The title compound, a light brown solid, MS: m/e=324.3 (M+H+), can be prepared in accordance with the general method of example 1 from 6-bromo-2-morpholin-4-yl-[1,2,4]triazolo[1,5-a]pyrimidine (example 47, step 1) and ethynyl-3-fluorobenzene.